Dataset: the Open Reaction Database (ORD), a public repository of structured organic reaction records. Task: describe an organic reaction: reactants, conditions, products, and yield Starting materials: BrC=1C(=C(C(=NC1)N)[N+](=O)[O-])N1CCN(CC1)CC1=CC=NC=C1 (5-bromo-3-nitro-4-(4-(pyridin-4-ylmethyl)piperazin-1-yl)pyridin-2-amine), CN(C1=CC=C(C=O)C=C1)C (4-dimethylaminobenzaldehyde), [O-]S(=O)S(=O)[O-].[Na+].[Na+] (Na2S2O4). Run in C(C)O (ethanol). Reaction conditions: temperature 70 celsius. Yields the product BrC=1C(=C2C(=NC1)NC(=N2)C2=CC=C(N(C)C)C=C2)N2CCN(CC2)CC2=CC=NC=C2 (4-(6-Bromo-7-(4-(pyridin-4-ylmethyl)piperazin-1-yl)-3H-imidazo[4,5-b]pyridin-2-yl)-N,N-dimethylaniline). RXN SMILES: [Br:1][C:2]1[C:3]([N:12]2[CH2:17][CH2:16][N:15]([CH2:18][C:19]3[CH:24]=[CH:23][N:22]=[CH:21][CH:20]=3)[CH2:14][CH2:13]2)=[C:4]([N+:9]([O-])=O)[C:5]([NH2:8])=[N:6][CH:7]=1.[CH3:25][N:26]([CH3:35])[C:27]1[CH:34]=[CH:33][C:30]([CH:31]=O)=[CH:29][CH:28]=1.[O-]S(S([O-])=O)=O.[Na+].[Na+]>C(O)C>[Br:1][C:2]1[C:3]([N:12]2[CH2:17][CH2:16][N:15]([CH2:18][C:19]3[CH:24]=[CH:23][N:22]=[CH:21][CH:20]=3)[CH2:14][CH2:13]2)=[C:4]2[N:9]=[C:31]([C:30]3[CH:33]=[CH:34][C:27]([N:26]([CH3:35])[CH3:25])=[CH:28][CH:29]=3)[NH:8][C:5]2=[N:6][CH:7]=1 |f:2.3.4|. Reported procedure: To a mixture of 5-bromo-3-nitro-4-(4-(pyridin-4-ylmethyl)piperazin-1-yl)pyridin-2-amine (0.043 g, 0.11 mmol), ethanol (4 ml), and 4-dimethylaminobenzaldehyde (0.021 g, 0.14 mmol) was added a freshly prepared aqueous solution of Na2S2O4 (1M; 0.44 ml, 0.44 mmol). The reaction mixture was heated at 70° C. for 5 h, then allowed to cool to room temperature and the solvents were removed in vacuo. The residue was absorbed on silica gel and the free running powder was placed on a 10 g isolute silica col...